This data is from the Open Reaction Database (ORD), a public repository of structured organic reaction records. The task is: describe an organic reaction: reactants, conditions, products, and yield The reactants are FC(C(=O)O)(F)F.CC(C)(C)N1N=C(C=C1C(=O)NCC1=CC=C(C=C1)C=1C=C2C(=CNC2=C(C1)C(=O)N)C1CCN(CC1)S(=O)(=O)CC)C (5-{4-[({[1-(1,1-dimethylethyl)-3-methyl-1H-pyrazol-5-yl]carbonyl}amino)methyl]phenyl}-3-[1-(ethylsulfonyl)-4-piperidinyl]-1H-indole-7-carboxamide trifluoroacetate), CC(C)(C)N1N=C(C=C1C(=O)NCC1=CC=C(C=C1)B(O)O)C ({4-[({[1-(1,1-dimethylethyl)-3-methyl-1H-pyrazol-5-yl]carbonyl}amino)methyl]phenyl}boronic acid). Yields the product C(C)S(=O)(=O)N1CCC(CC1)C1=CNC2=C(C=C(C=C12)C1=CC=C(C=C1)CNC(=O)C=1OC=CC1)C(=O)N (3-[1-(ethylsulfonyl)-4-piperidinyl]-5-(4-{[(2-furanylcarbonyl)amino]methyl}phenyl)-1H-indole-7-carboxamide). The yield is 25.0%. As a reaction SMILES: FC(F)(F)C(O)=[O:4].CC(N1[C:16]([C:17]([NH:19][CH2:20][C:21]2[CH:26]=[CH:25][C:24]([C:27]3[CH:28]=[C:29]4[C:33](=[C:34]([C:36]([NH2:38])=[O:37])[CH:35]=3)[NH:32][CH:31]=[C:30]4[CH:39]3[CH2:44][CH2:43][N:42]([S:45]([CH2:48][CH3:49])(=[O:47])=[O:46])[CH2:41][CH2:40]3)=[CH:23][CH:22]=2)=[O:18])=[CH:15][C:14]([CH3:50])=N1)(C)C.CC(N1C(C(NCC2C=CC(B(O)O)=CC=2)=O)=CC(C)=N1)(C)C>>[CH2:48]([S:45]([N:42]1[CH2:41][CH2:40][CH:39]([C:30]2[C:29]3[C:33](=[C:34]([C:36]([NH2:38])=[O:37])[CH:35]=[C:27]([C:24]4[CH:25]=[CH:26][C:21]([CH2:20][NH:19][C:17]([C:16]5[O:4][CH:50]=[CH:14][CH:15]=5)=[O:18])=[CH:22][CH:23]=4)[CH:28]=3)[NH:32][CH:31]=2)[CH2:44][CH2:43]1)(=[O:47])=[O:46])[CH3:49] |f:0.1|. Procedure: The title compound was prepared according to the general procedure of 5-{4-[({[1-(1,1-dimethylethyl)-3-methyl-1H-pyrazol-5-yl]carbonyl}amino)methyl]phenyl}-3-[1-(ethylsulfonyl)-4-piperidinyl]-1H-indole-7-carboxamide trifluoroacetate, substituting (4-{[(2-furanylcarbonyl)amino]methyl}phenyl)boronic acid (118 mg, 0.480 mmol) for {4-[({[1-(1,1-dimethylethyl)-3-methyl-1H-pyrazol-5-yl]carbonyl}amino)methyl]phenyl}boronic acid to afford 16 mg of the title compound (25%). Starting materials: C([C@@H](O)C1=CC=CC=C1)(=O)O.C1(CC1)NC([C@H]([C@H](CCC)N)O)=O ((2S,3S)—N-cyclopropyl-3-amino-2-hydroxyhexanamide (S)-mandelic acid salt), Cl (hydrochloric acid). Solvent: C(C)(=O)OC(C)C (isopropyl acetate). Run at time 1 hour. The product is Cl.C1(CC1)NC([C@H]([C@H](CCC)N)O)=O ((2S,3S)—N-cyclopropyl-3-amino-2-hydroxyhexanamide hydrochloride). The yield is 98.2%. As a reaction SMILES: C(O)(=O)[C@H](C1C=CC=CC=1)O.[CH:12]1([NH:15][C:16](=[O:24])[C@@H:17]([OH:23])[C@@H:18]([NH2:22])[CH2:19][CH2:20][CH3:21])[CH2:14][CH2:13]1.[ClH:25]>C(OC(C)C)(=O)C>[ClH:25].[CH:12]1([NH:15][C:16](=[O:24])[C@@H:17]([OH:23])[C@@H:18]([NH2:22])[CH2:19][CH2:20][CH3:21])[CH2:14][CH2:13]1 |f:0.1,4.5|. Reported procedure: 38.7 g of (2S,3S)—N-cyclopropyl-3-amino-2-hydroxyhexanamide (S)-mandelic acid salt are suspended in 500 ml of isopropyl acetate and admixed with 11.8 g of 37% hydrochloric acid. After stirring at room temperature for 1 h, half of the solvent is distilled off in vacuo and replaced by fresh isopropyl acetate. After this has been repeated once more, the mixture is heated to 60° C., and the solid is filtered off and washed with warm isopropyl acetate. 25.0 g of (2S,3S)—N-cyclopropyl-3-amino-2-hydrox... Starting materials: C(#N)C=1N=C(SC1)N1CC(C1)OS(=O)(=O)C (1-(4-cyano-1,3-thiazol-2-yl)-3-methanesulfonyloxyazetidine), C(C)(=S)[O-].[K+] (potassium thioacetate). Run in CN(C=O)C (dimethylformamide). Reaction conditions: temperature 80 celsius, time 4 hour. Product: C(C)(=O)SC1CN(C1)C=1SC=C(N1)C#N (3-acetylthio-1-(4-cyano-1,3-thiazol-2-yl)azetidine). Yield: 74.2%. As a reaction SMILES: [C:1]([C:3]1[N:4]=[C:5]([N:8]2[CH2:11][CH:10](OS(C)(=O)=O)[CH2:9]2)[S:6][CH:7]=1)#[N:2].[C:17]([O-:20])(=[S:19])[CH3:18].[K+]>CN(C)C=O>[C:17]([S:19][CH:10]1[CH2:9][N:8]([C:5]2[S:6][CH:7]=[C:3]([C:1]#[N:2])[N:4]=2)[CH2:11]1)(=[O:20])[CH3:18] |f:1.2|. Reported procedure: To a solution of 1-(4-cyano-1,3-thiazol-2-yl)-3-methanesulfonyloxyazetidine (1.12 g, 4.32 mmol) (obtained as described in Reference Example 4(3)) in dimethylformamide (56 ml) was added potassium thioacetate (3.89 g, 27.0 mmol) at room temperature. The mixture was stirred in an oil bath (80° C.) for 4 hours. After checking the completion of the reaction, the reaction mixture was partitioned between ethyl acetate and saturated aqueous sodium hydrogencarbonate solution. The organic layer was washed...